Task: describe an organic reaction: reactants, conditions, products, and yield. Dataset: the Open Reaction Database (ORD), a public repository of structured organic reaction records The reactants are N1=CC=CC=C1 (pyridine), O (water), COC=1C(=CC=CC1)N (o-Anisidine), C1(=CC=C(C=C1)S(=O)(=O)Cl)C (p-toluenesulfonyl chloride). Reagents/catalysts: CN(C1=CC=NC=C1)C (4-dimethylaminopyridine). Run in C1(=CC=CC=C1)C (toluene). Conditions: time 2.5 hour. Yields the product COC1=C(C=CC=C1)NS(=O)(=O)C1=CC=C(C=C1)C (N-(2-Methoxyphenyl)-p-toluenesulfonamide). The yield is 62.0%. RXN SMILES: [CH3:1][O:2][C:3]1[C:4]([NH2:9])=[CH:5][CH:6]=[CH:7][CH:8]=1.N1C=CC=CC=1.[C:16]1([CH3:26])[CH:21]=[CH:20][C:19]([S:22](Cl)(=[O:24])=[O:23])=[CH:18][CH:17]=1.O>C1(C)C=CC=CC=1.CN(C)C1C=CN=CC=1>[CH3:1][O:2][C:3]1[CH:8]=[CH:7][CH:6]=[CH:5][C:4]=1[NH:9][S:22]([C:19]1[CH:20]=[CH:21][C:16]([CH3:26])=[CH:17][CH:18]=1)(=[O:24])=[O:23]. Procedure details: o-Anisidine (2.34 ml, 20 mmol) was dissolved in toluene (60 ml) to which were subsequently added, with cooling in an ice bath, pyridine (4.58 ml, 60 mmol), p-toluenesulfonyl chloride (3.89 g, 20 mmol) and a catalytically effective amount of 4-dimethylaminopyridine. After 2.5 hours of stirring at room temperature, the resulting reaction solution was mixed-with water (50 ml), extracted with ethyl acetate and then washed with water, 10% sodium hydroxide aqueous solution, 1N hydrochloric acid, water...